From a dataset of the Open Reaction Database (ORD), a public repository of structured organic reaction records. describe an organic reaction: reactants, conditions, products, and yield Starting materials: CSCCC(=O)N(C(=O)OC(C)(C)C)c1sc(Cl)nc1Cl, ClCCl, O=C(O)C(F)(F)F. Yields the product CSCCC(=O)Nc1sc(Cl)nc1Cl. RXN SMILES: [C:1]([O:2][C:3](=[O:4])[N:7]([C:8]([CH2:9][CH2:10][S:11][CH3:12])=[O:13])[c:14]1[c:15]([Cl:20])[n:16][c:17]([Cl:19])[s:18]1)([CH3:5])([CH3:6])[CH3:21].[Cl:29][CH2:30][Cl:31].[OH:22][C:23]([C:24]([F:25])([F:26])[F:27])=[O:28]>>[NH:7]([C:8]([CH2:9][CH2:10][S:11][CH3:12])=[O:13])[c:14]1[c:15]([Cl:20])[n:16][c:17]([Cl:19])[s:18]1. The reactants are [N+](=O)([O-])C=1C=C(CN)C=CC1 (3-nitrobenzylamine), ClC=1N=C(C2=C(N1)SC1=C2CCCC1)Cl (2,4-dichloro-5,6,7,8-tetrahydro-[1]-benzothieno-[2,3-d]-pyrimidine). The product is ClC=1N=C(C2=C(N1)SC1=C2CCCC1)NCC1=CC(=CC=C1)[N+](=O)[O-] (2-chloro-5,6,7,8-tetrahydro-4-(3-nitrobenzylamino)-[1]-benzothieno-[2,3-d]-pyrimidine). RXN SMILES: [N+:1]([C:4]1[CH:5]=[C:6]([CH:9]=[CH:10][CH:11]=1)[CH2:7][NH2:8])([O-:3])=[O:2].[Cl:12][C:13]1[N:14]=[C:15](Cl)[C:16]2[C:21]3[CH2:22][CH2:23][CH2:24][CH2:25][C:20]=3[S:19][C:17]=2[N:18]=1>>[Cl:12][C:13]1[N:14]=[C:15]([NH:8][CH2:7][C:6]2[CH:9]=[CH:10][CH:11]=[C:4]([N+:1]([O-:3])=[O:2])[CH:5]=2)[C:16]2[C:21]3[CH2:22][CH2:23][CH2:24][CH2:25][C:20]=3[S:19][C:17]=2[N:18]=1. Procedure: Following the procedure of Example 1, the reaction of 3-nitrobenzylamine with 2,4-dichloro-5,6,7,8-tetrahydro-[1]-benzothieno-[2,3-d]-pyrimidine yields 2-chloro-5,6,7,8-tetrahydro-4-(3-nitrobenzylamino)-[1]-benzothieno-[2,3-d]-pyrimidine. Reactants: BrC(Br)(Br)Br, ClCCl, O=C1c2c(ccc3c2OCCO3)S(=O)(=O)N1CCCCO, c1ccc(P(c2ccccc2)c2ccccc2)cc1. The product is O=C1c2c(ccc3c2OCCO3)S(=O)(=O)N1CCCCBr. As a reaction SMILES: [C:22]([Br:23])([Br:24])([Br:25])[Br:26].[CH2:46]([Cl:47])[Cl:48].[O:1]=[S:2]1(=[O:21])[N:3]([CH2:16][CH2:17][CH2:18][CH2:19][OH:20])[C:4](=[O:15])[c:5]2[c:6]1[cH:7][cH:8][c:9]1[c:10]2[O:11][CH2:12][CH2:13][O:14]1.[c:27]1([P:28]([c:29]2[cH:30][cH:31][cH:32][cH:33][cH:34]2)[c:35]2[cH:36][cH:37][cH:38][cH:39][cH:40]2)[cH:41][cH:42][cH:43][cH:44][cH:45]1>>[O:1]=[S:2]1(=[O:21])[N:3]([CH2:16][CH2:17][CH2:18][CH2:19][Br:23])[C:4](=[O:15])[c:5]2[c:6]1[cH:7][cH:8][c:9]1[c:10]2[O:11][CH2:12][CH2:13][O:14]1. Reactants: BrC=1C(N(C=CC1OCC1=C(C=C(C=C1)F)F)CC=1C=C(C=CC1)CC#N)=O ({3-[3-Bromo-4-(2,4-difluorobenzyloxy)-2-oxo-2H-pyridin-1-ylmethyl]phenyl}acetonitrile), C(=O)(C(F)(F)F)O (TFA). The product is NCCC=1C=C(CN2C(C(=C(C=C2)OCC2=C(C=C(C=C2)F)F)Br)=O)C=CC1 (1-[3-(2-Aminoethyl) benzyl]-3-bromo-4-(2,4-difluorobenzyloxy)-1H-pyridin-2-one). As a reaction SMILES: [Br:1][C:2]1[C:3](=[O:28])[N:4]([CH2:18][C:19]2[CH:20]=[C:21]([CH2:25][C:26]#[N:27])[CH:22]=[CH:23][CH:24]=2)[CH:5]=[CH:6][C:7]=1[O:8][CH2:9][C:10]1[CH:15]=[CH:14][C:13]([F:16])=[CH:12][C:11]=1[F:17].C(O)(C(F)(F)F)=O>>[NH2:27][CH2:26][CH2:25][C:21]1[CH:20]=[C:19]([CH:24]=[CH:23][CH:22]=1)[CH2:18][N:4]1[CH:5]=[CH:6][C:7]([O:8][CH2:9][C:10]2[CH:15]=[CH:14][C:13]([F:16])=[CH:12][C:11]=2[F:17])=[C:2]([Br:1])[C:3]1=[O:28]. Reported procedure: The title compound was prepared from compound of Example 97 by a procedure similar to the one described for Example 99, as the TFA salt (0.13 g, 33%): mp 70-74° C.; 1H NMR (300 MHz, DMSO-d6) δ 8.21 (br s, 1H), 6.60-6.50 (m, 1H), 7.52 (d, J=6 Hz, 1H), 7.30-7.10 (m, 3H), 7.01 (d, J=9 Hz, 1H), 6.94-6.85 (m, 2H), 6.20 (d, J=6 Hz, 1H), 5.20 (s, 2H), 5.05 (s, 2H), 3.23 (br s, 2H), 2.97 (t, J=8 Hz, 2H), 2.05 (br s, 2H). ES HRMS m/z 449.0698 (M+H C21H20BrF2N2O2 requires 449.0671).